Dataset: the Open Reaction Database (ORD), a public repository of structured organic reaction records. Task: describe an organic reaction: reactants, conditions, products, and yield The reactants are Cl.FC1=CC=C(C=C1)NN ((4-fluorophenyl)hydrazine HCl salt), O (water), aqueous solution, O=C(C=O)C (2-oxopropanal). Run in C(C)(=O)O (acetic acid). Conditions: time 4 hour. Product: FC1=CC=C(C=C1)N\N=C(\C=O)/C ((E)-2-(2-(4-fluorophenyl)hydrazono)propanal). As a reaction SMILES: Cl.[F:2][C:3]1[CH:8]=[CH:7][C:6]([NH:9][NH2:10])=[CH:5][CH:4]=1.O.O=[C:13]([CH3:16])[CH:14]=[O:15]>C(O)(=O)C>[F:2][C:3]1[CH:8]=[CH:7][C:6]([NH:9]/[N:10]=[C:13](\[CH3:16])/[CH:14]=[O:15])=[CH:5][CH:4]=1 |f:0.1|. Reported procedure: A mixture of (4-fluorophenyl)hydrazine HCl salt (2.0 g, 12.30 mmol), water (10 mL), and acetic acid (10 mL) was added with stirring to a 40% aqueous solution of 2-oxopropanal (9.41 mL, 61.5 mmol) for 20 minutes. Stirring was continued for 4 hours and the mixture was then filtered. The precipitate was washed with water and dried to afford the desired products. The crude was purified by silica gel flash column chromatography (1:50 to 1:10=EtOAc:CH2Cl2) to afford 2.05 g (93%) along with byproduct. ...